Dataset: the Open Reaction Database (ORD), a public repository of structured organic reaction records. Task: describe an organic reaction: reactants, conditions, products, and yield Reactants: C1CCOC1, CC(C)(C)OC(=O)N1CCN(c2ncccc2N2CCCC2)CC1, [Na+], [OH-], O=C(O)C(F)(F)F. The product is c1cnc(N2CCNCC2)c(N2CCCC2)c1. As a reaction SMILES: [CH2:34]1[O:35][CH2:36][CH2:37][CH2:38]1.[CH3:1][C:2]([CH3:3])([O:4][C:5](=[O:6])[N:7]1[CH2:8][CH2:9][N:10]([c:13]2[n:14][cH:15][cH:16][cH:17][c:18]2[N:19]2[CH2:20][CH2:21][CH2:22][CH2:23]2)[CH2:11][CH2:12]1)[CH3:24].[Na+:33].[OH-:32].[OH:25][C:26]([C:27]([F:28])([F:29])[F:30])=[O:31]>>[NH:7]1[CH2:8][CH2:9][N:10]([c:13]2[n:14][cH:15][cH:16][cH:17][c:18]2[N:19]2[CH2:20][CH2:21][CH2:22][CH2:23]2)[CH2:11][CH2:12]1. The reactants are COc1cc(CCl)cc(OC)c1, CCO, S=C1NC(c2ccccc2)C(c2ccccc2)N1. The product is Cl, COc1cc(CSC2=NC(c3ccccc3)C(c3ccccc3)N2)cc(OC)c1. As a reaction SMILES: [CH3:19][O:20][c:21]1[cH:22][c:23]([CH2:24][Cl:25])[cH:26][c:27]([O:29][CH3:30])[cH:28]1.[CH3:31][CH2:32][OH:33].[c:1]1([CH:7]2[NH:8][C:9](=[S:18])[NH:10][CH:11]2[c:12]2[cH:13][cH:14][cH:15][cH:16][cH:17]2)[cH:2][cH:3][cH:4][cH:5][cH:6]1>>[ClH:25].[c:1]1([CH:7]2[NH:8][C:9]([S:18][CH2:24][c:23]3[cH:22][c:21]([O:20][CH3:19])[cH:28][c:27]([O:29][CH3:30])[cH:26]3)=[N:10][CH:11]2[c:12]2[cH:13][cH:14][cH:15][cH:16][cH:17]2)[cH:2][cH:3][cH:4][cH:5][cH:6]1.